The task is: describe an organic reaction: reactants, conditions, products, and yield. This data is from the Open Reaction Database (ORD), a public repository of structured organic reaction records. Reactants: CON(C([C@H](C)NC(OC(C)(C)C)=O)=O)C ((S)-tert-butyl 1-(methoxy(methyl)amino)-1-oxopropan-2-ylcarbamate), ClC1=C(C=CC=C1)[Mg]Cl ((2-chlorophenyl)magnesium chloride). Product: ClC1=C(C=CC=C1)C([C@H](C)NC(OC(C)(C)C)=O)=O ((S)-tert-butyl 1-(2-chlorophenyl)-1-oxopropan-2-ylcarbamate). RXN SMILES: CON(C)[C:4](=[O:15])[C@@H:5]([NH:7][C:8](=[O:14])[O:9][C:10]([CH3:13])([CH3:12])[CH3:11])[CH3:6].[Cl:17][C:18]1[CH:23]=[CH:22][CH:21]=[CH:20][C:19]=1[Mg]Cl>>[Cl:17][C:18]1[CH:23]=[CH:22][CH:21]=[CH:20][C:19]=1[C:4](=[O:15])[C@@H:5]([NH:7][C:8](=[O:14])[O:9][C:10]([CH3:11])([CH3:12])[CH3:13])[CH3:6]. Procedure details: Prepared as described in Example 6 using (S)-tert-butyl 1-(methoxy(methyl)amino)-1-oxopropan-2-ylcarbamate (182 mg, 0.78 mmol) and (2-chlorophenyl)magnesium chloride (403 mg, 2.35 mmol). Yield 110 mg (50%).